Dataset: the Open Reaction Database (ORD), a public repository of structured organic reaction records. Task: describe an organic reaction: reactants, conditions, products, and yield The product is Cl.CN1C(NC2(C1=O)CCNCC2)=O (3-methyl-1,3,8-triazaspiro[4.5]decane-2,4-dione hydrochloride). Procedure details: A mixture of tert-butyl 2,4-dioxo-3-methyl-1,3,8-triaza-8-spiro[4.5]decanecarboxylate (4.7 g, 16.6 mmol), hydrogen chloride (5 g, 13.7 mmol) and ethanol (90 mL) was heated approximately 10 minutes at reflux. The mixture was cooled in an ice-bath and the solids were collected, washed with ethanol and dried at 70° C. to give 3-methyl-1,3,8-triazaspiro[4.5]decane-2,4-dione hydrochloride (3.5 g, 15.9 mmol). As a reaction SMILES: [O:1]=[C:2]1[N:6]([CH3:7])[C:5](=[O:8])[C:4]2([CH2:13][CH2:12][N:11](C(OC(C)(C)C)=O)[CH2:10][CH2:9]2)[NH:3]1.[ClH:21]>C(O)C>[ClH:21].[CH3:7][N:6]1[C:5](=[O:8])[C:4]2([CH2:13][CH2:12][NH:11][CH2:10][CH2:9]2)[NH:3][C:2]1=[O:1] |f:3.4|. Run in C(C)O (ethanol). Yield: 116.1%. Starting materials: O=C1NC2(C(N1C)=O)CCN(CC2)C(=O)OC(C)(C)C (tert-butyl 2,4-dioxo-3-methyl-1,3,8-triaza-8-spiro[4.5]decanecarboxylate), Cl (hydrogen chloride). Starting materials: FC1=C(C2=C(C(=NO2)C2=NC=NN2C)C=C1C=O)F (6,7-difluoro-3-(1-methyl-1H-1,2,4-triazol-5-yl)benzo[d]isoxazole-5-carbaldehyde), FC1=C(C2=C(C(=NO2)C2=NC=NN2C)C=C1C=O)F (6,7-difluoro-3-(1-methyl-1H-1,2,4-triazol-5-yl)benzo[d]isoxazole-5-carbaldehyde), C[C@@H]1CNC[C@H](O1)C ((2R,6R)-2,6-dimethylmorpholine). Product: C[C@H]1O[C@@H](CN(C1)C1=C(C2=C(C(=NO2)C2=NC=NN2C)C=C1C=O)F)C (6-((2R,6R)-2,6-dimethylmorpholino)-7-fluoro-3-(1-methyl-1H-1,2,4-triazol-5-yl)benzo[d]isoxazole-5-carbaldehyde). RXN SMILES: F[C:2]1[C:16]([CH:17]=[O:18])=[CH:15][C:5]2[C:6]([C:9]3[N:13]([CH3:14])[N:12]=[CH:11][N:10]=3)=[N:7][O:8][C:4]=2[C:3]=1[F:19].[CH3:20][C@H:21]1[O:26][C@H:25]([CH3:27])[CH2:24][NH:23][CH2:22]1>>[CH3:27][C@@H:25]1[CH2:24][N:23]([C:2]2[C:16]([CH:17]=[O:18])=[CH:15][C:5]3[C:6]([C:9]4[N:13]([CH3:14])[N:12]=[CH:11][N:10]=4)=[N:7][O:8][C:4]=3[C:3]=2[F:19])[CH2:22][C@@H:21]([CH3:20])[O:26]1. Reported procedure: Starting materials: 6,7-difluoro-3-(1-methyl-1H-1,2,4-triazol-5-yl)benzo[d]isoxazole-5-carbaldehyde (Intermediate 404) and (2R,6R)-2,6-dimethylmorpholine. Starting materials: C(C=C)OC1=C(C=CC=C1)CC(=O)O (2-(2-(allyloxy)phenyl)acetic acid), acid chloride, C(C=C)OC1(CCN(CC1)C1=C(C(=NC=2N1N=C(C2)CN=[N+]=[N-])C)[C@@H](C(=O)OCC)OC(C)(C)C)C ((S)-ethyl 2-(7-(4-(allyloxy)-4-methylpiperidin-1-yl)-2-(azidomethyl)-5-methylpyrazolo[1,5-a]pyrimidin-6-yl)-2-(tert-butoxy)acetate), C1=CC=C(C=C1)P(C2=CC=CC=C2)C3=CC=CC=C3 (Ph3P), CCN(C(C)C)C(C)C (DIEA), C(C(=O)Cl)(=O)Cl (oxalyl chloride). The solvent is O.C1CCOC1 (H2O THF), C(Cl)Cl (CH2Cl2), CN(C)C=O (DMF), ice water. Reaction conditions: time 1 hour. Yields the product C(C=C)OC1(CCN(CC1)C1=C(C(=NC=2N1N=C(C2)CNC(CC2=C(C=CC=C2)OCC=C)=O)C)[C@@H](C(=O)OCC)OC(C)(C)C)C ((S)-ethyl 2-(7-(4-(allyloxy)-4-methylpiperidin-1-yl)-2-((2-(2-(allyloxy)phenyl)acetamido)methyl)-5-methylpyrazolo[1,5-a]pyrimidin-6-yl)-2-(tert-butoxy)acetate). Yield: 59.7%. As a reaction SMILES: [CH2:1]([O:4][C:5]1([CH3:36])[CH2:10][CH2:9][N:8]([C:11]2[N:16]3[N:17]=[C:18]([CH2:20][N:21]=[N+]=[N-])[CH:19]=[C:15]3[N:14]=[C:13]([CH3:24])[C:12]=2[C@H:25]([O:31][C:32]([CH3:35])([CH3:34])[CH3:33])[C:26]([O:28][CH2:29][CH3:30])=[O:27])[CH2:7][CH2:6]1)[CH:2]=[CH2:3].C1C=CC(P(C2C=CC=CC=2)C2C=CC=CC=2)=CC=1.CCN(C(C)C)C(C)C.[CH2:65]([O:68][C:69]1[CH:74]=[CH:73][CH:72]=[CH:71][C:70]=1[CH2:75][C:76](O)=[O:77])[CH:66]=[CH2:67].C(Cl)(=O)C(Cl)=O>C(Cl)Cl.CN(C=O)C.O.C1COCC1>[CH2:1]([O:4][C:5]1([CH3:36])[CH2:10][CH2:9][N:8]([C:11]2[N:16]3[N:17]=[C:18]([CH2:20][NH:21][C:76](=[O:77])[CH2:75][C:70]4[CH:71]=[CH:72][CH:73]=[CH:74][C:69]=4[O:68][CH2:65][CH:66]=[CH2:67])[CH:19]=[C:15]3[N:14]=[C:13]([CH3:24])[C:12]=2[C@H:25]([O:31][C:32]([CH3:35])([CH3:34])[CH3:33])[C:26]([O:28][CH2:29][CH3:30])=[O:27])[CH2:7][CH2:6]1)[CH:2]=[CH2:3] |f:7.8|. Reported procedure: A solution of (S)-ethyl 2-(7-(4-(allyloxy)-4-methylpiperidin-1-yl)-2-(azidomethyl)-5-methylpyrazolo[1,5-a]pyrimidin-6-yl)-2-(tert-butoxy)acetate (0.072 g, 0.144 mmol) and Ph3P (0.057 g, 0.216 mmol) in 1:9 (H2O/THF, 5 mL) was stirred at 55° C. for h. Then, cooled in ice-water bath and added DIEA (0.076 ml, 0.432 mmol) followed by freshly prepared acid chloride (To a solution of 2-(2-(allyloxy)phenyl)acetic acid (0.055 g, 0.288 mmol) in CH2Cl2 (5 mL) containing cat amount of DMF was added 2M oxaly... The reactants are [BH-](OC(=O)C)(OC(=O)C)OC(=O)C.[Na+] (Na(OAc)3BH), ClC1=CC=C(C(=N1)N)N (6-chloro-2,3-diaminopyridine), C(C1=CC=CC=C1)=O (benzaldehyde), C(C)(=O)O (acetic acid). Solvent: ClCCCl (1,2-dichloroethane). Reaction conditions: time 30 minute. The product is C(C1=CC=CC=C1)NC=1C(=NC(=CC1)Cl)N (N3-benzyl-6-chloropyridine-2,3-diamine). RXN SMILES: [Cl:1][C:2]1[N:7]=[C:6]([NH2:8])[C:5]([NH2:9])=[CH:4][CH:3]=1.[CH:10](=O)[C:11]1[CH:16]=[CH:15][CH:14]=[CH:13][CH:12]=1.C(O)(=O)C.[BH-](OC(C)=O)(OC(C)=O)OC(C)=O.[Na+]>ClCCCl>[CH2:10]([NH:9][C:5]1[C:6]([NH2:8])=[N:7][C:2]([Cl:1])=[CH:3][CH:4]=1)[C:11]1[CH:16]=[CH:15][CH:14]=[CH:13][CH:12]=1 |f:3.4|. Procedure details: A mixture of 6-chloro-2,3-diaminopyridine (2.00 g, 13.9 mmol, Combi-Blocks) and benzaldehyde (1.48 g, 13.9 mmol, Aldrich) in 1,2-dichloroethane (50 mL) was treated with acetic acid (0.2 mL, 3 mmol) and the mixture was allowed to stir for 30 minutes. Na(OAc)3BH (8.8 g, 42 mmol) was added and the reaction was stirred overnight. The reaction was quenched with water, then poured into saturated NaHCO3 solution. The product was extracted with three portions of DCM, and the combined extracts were washe...